From a dataset of the Open Reaction Database (ORD), a public repository of structured organic reaction records. describe an organic reaction: reactants, conditions, products, and yield Starting materials: ClC1=NC2=CC(=C(C=C2C(=N1)N1CCCCC1)OC)OC (2-chloro-6,7-dimethoxy-4-piperidin-1-yl-quinazoline), C(C)(C)(C)OC(=O)N1CCC(CC1)N (4-amino-piperidine-1-carboxylic acid tert-butyl ester), C1(=CC=CC=C1)P(C1=C(C2=CC=CC=C2C=C1)C1=C(C=CC2=CC=CC=C12)P(C1=CC=CC=C1)C1=CC=CC=C1)C1=CC=CC=C1 (rac-2,2′-bis(diphenylphosphino)-1,1′-binaphthalene), O([K])C(C)(C)C (KOtert-Bu). The reagents and catalysts are C=1C=CC(=CC1)/C=C/C(=O)/C=C/C2=CC=CC=C2.C=1C=CC(=CC1)/C=C/C(=O)/C=C/C2=CC=CC=C2.C=1C=CC(=CC1)/C=C/C(=O)/C=C/C2=CC=CC=C2.[Pd].[Pd] (tris(dibenzylideneacetone)dipalladium(0)). Solvent: C1(=CC=CC=C1)C (toluene). Product: C(C)(C)(C)OC(=O)N1CCC(CC1)NC1=NC2=CC(=C(C=C2C(=N1)N1CCCCC1)OC)OC (4-(6,7-Dimethoxy-4-piperidin-1-yl-quinazolin-2-ylamino)-piperidine-1-carboxylic acid tert-butyl ester). Reaction SMILES: Cl[C:2]1[N:11]=[C:10]([N:12]2[CH2:17][CH2:16][CH2:15][CH2:14][CH2:13]2)[C:9]2[C:4](=[CH:5][C:6]([O:20][CH3:21])=[C:7]([O:18][CH3:19])[CH:8]=2)[N:3]=1.[C:22]([O:26][C:27]([N:29]1[CH2:34][CH2:33][CH:32]([NH2:35])[CH2:31][CH2:30]1)=[O:28])([CH3:25])([CH3:24])[CH3:23].C1(P(C2C=CC=CC=2)C2C=CC3C(=CC=CC=3)C=2C2C3C(=CC=CC=3)C=CC=2P(C2C=CC=CC=2)C2C=CC=CC=2)C=CC=CC=1.O(C(C)(C)C)[K]>C1(C)C=CC=CC=1.C1C=CC(/C=C/C(/C=C/C2C=CC=CC=2)=O)=CC=1.C1C=CC(/C=C/C(/C=C/C2C=CC=CC=2)=O)=CC=1.C1C=CC(/C=C/C(/C=C/C2C=CC=CC=2)=O)=CC=1.[Pd].[Pd]>[C:22]([O:26][C:27]([N:29]1[CH2:34][CH2:33][CH:32]([NH:35][C:2]2[N:11]=[C:10]([N:12]3[CH2:17][CH2:16][CH2:15][CH2:14][CH2:13]3)[C:9]3[C:4](=[CH:5][C:6]([O:20][CH3:21])=[C:7]([O:18][CH3:19])[CH:8]=3)[N:3]=2)[CH2:31][CH2:30]1)=[O:28])([CH3:25])([CH3:23])[CH3:24] |f:5.6.7.8.9|. Procedure: A mixture of 2-chloro-6,7-dimethoxy-4-piperidin-1-yl-quinazoline (3.08 g, 10.00 mmol, 1.0 equiv; commercially available from Specs Research Laboratory, The Netherlands), 4-amino-piperidine-1-carboxylic acid tert-butyl ester (2.00 g, 10.00 mmol, 1.0 equiv; commercially available), rac-2,2′-bis(diphenylphosphino)-1,1′-binaphthalene (0.25 g, 0.40 mmol, 0.04 equiv), tris(dibenzylideneacetone)dipalladium(0) (0.21 g, 0.20 mmol, 0.02 equiv) and KOtert-Bu (1.35 g, 12.01 mmol, 1.2 equiv) in toluene (10 m...